Dataset: the Open Reaction Database (ORD), a public repository of structured organic reaction records. Task: describe an organic reaction: reactants, conditions, products, and yield Reactants: Cc1cnc(CNS(=O)(=O)c2ccccc2[N+](=O)[O-])c(C)c1, COC(=O)c1cc(C#N)ccc1CBr, CC#N, [K+], [K+], O=C([O-])[O-]. The product is COC(=O)c1cc(C#N)ccc1CN(Cc1ncc(C)cc1C)S(=O)(=O)c1ccccc1[N+](=O)[O-]. As a reaction SMILES: [CH3:1][c:2]1[c:3]([CH2:9][NH:10][S:11](=[O:12])(=[O:13])[c:14]2[c:15]([N+:20](=[O:21])[O-:22])[cH:16][cH:17][cH:18][cH:19]2)[n:4][cH:5][c:6]([CH3:8])[cH:7]1.[CH3:23][O:24][C:25]([c:26]1[c:27]([CH2:34][Br:35])[cH:28][cH:29][c:30]([C:32]#[N:33])[cH:31]1)=[O:36].[CH3:43][C:44]#[N:45].[K+:37].[K+:38].[O-:39][C:40]([O-:41])=[O:42]>>[CH3:1][c:2]1[c:3]([CH2:9][N:10]([S:11](=[O:12])(=[O:13])[c:14]2[c:15]([N+:20](=[O:21])[O-:22])[cH:16][cH:17][cH:18][cH:19]2)[CH2:34][c:27]2[c:26]([C:25]([O:24][CH3:23])=[O:36])[cH:31][c:30]([C:32]#[N:33])[cH:29][cH:28]2)[n:4][cH:5][c:6]([CH3:8])[cH:7]1. As a reaction SMILES: [C:1]([O:2][C:3](=[O:4])[NH:7][c:8]1[c:9]([C:17]([NH:18][c:19]2[n:20][n:21]([CH3:24])[cH:22][cH:23]2)=[O:25])[n:10][c:11]([CH:14]2[CH2:15][CH2:16]2)[cH:12][cH:13]1)([CH3:5])([CH3:6])[CH3:26].[C:35](=[O:36])([OH:37])[O-:38].[C:40]([O:41][CH2:42][CH3:43])(=[O:44])[CH3:45].[CH2:46]([Cl:47])[Cl:48].[Na+:39].[OH2:34].[OH:27][C:28]([C:29]([F:30])([F:31])[F:32])=[O:33]>>[NH2:7][c:8]1[c:9]([C:17]([NH:18][c:19]2[n:20][n:21]([CH3:24])[cH:22][cH:23]2)=[O:25])[n:10][c:11]([CH:14]2[CH2:15][CH2:16]2)[cH:12][cH:13]1. The product is Cn1ccc(NC(=O)c2nc(C3CC3)ccc2N)n1. Reactants: Cn1ccc(NC(=O)c2nc(C3CC3)ccc2NC(=O)OC(C)(C)C)n1, O=C([O-])O, CCOC(C)=O, ClCCl, [Na+], O, O=C(O)C(F)(F)F. Reactants: COC(=O)C=1C(=C2C=C(C(N(C2=CN1)C)=O)C1=CC=CC=C1)O (5-hydroxy-1-methyl-2-oxo-3-phenyl-1,2-dihydro-[1,7]naphthyridine-6-carboxylic acid methyl ester), NCCC(=O)O (β-alanine), C[O-].[Na+] (NaOMe). Yields the product OC1=C2C=C(C(N(C2=CN=C1C(=O)NCCC(=O)O)C)=O)C1=CC=CC=C1 (3-[(5-Hydroxy-1-methyl-2-oxo-3-phenyl-1,2-dihydro-[1,7]naphthyridine-6-carbonyl)-amino]-propionic acid). Isolated yield 74.2%. Reaction SMILES: CO[C:3]([C:5]1[C:6]([OH:23])=[C:7]2[C:12](=[CH:13][N:14]=1)[N:11]([CH3:15])[C:10](=[O:16])[C:9]([C:17]1[CH:22]=[CH:21][CH:20]=[CH:19][CH:18]=1)=[CH:8]2)=[O:4].[NH2:24][CH2:25][CH2:26][C:27]([OH:29])=[O:28].C[O-].[Na+]>>[OH:23][C:6]1[C:5]([C:3]([NH:24][CH2:25][CH2:26][C:27]([OH:29])=[O:28])=[O:4])=[N:14][CH:13]=[C:12]2[C:7]=1[CH:8]=[C:9]([C:17]1[CH:18]=[CH:19][CH:20]=[CH:21][CH:22]=1)[C:10](=[O:16])[N:11]2[CH3:15] |f:2.3|. Procedure details: A mixture of 5-hydroxy-1-methyl-2-oxo-3-phenyl-1,2-dihydro-[1,7]naphthyridine-6-carboxylic acid methyl ester (35 mg, 0.11 mmol), β-alanine (805 mg, 9.0 mmol) and NaOMe solution (13.5 mL, 6.8 mmol, 0.5 M in MeOH) was refluxed for 48 h. After the mixture was cooled to r.t., the solvent was evaporated in vacuo. The residue was partitioned between EtOAc and water. 1 M HCl was added with vigorous stirring until pH was about 1. The organic layer was dried over MgSO4 and concentrated. The residue was d... Reactants: CO, Cc1cccc(CCOc2cc(C(=O)OC(C)C)ccc2C2COC2)c1, [Na+], [OH-]. Product: Cc1cccc(CCOc2cc(C(=O)O)ccc2C2COC2)c1. Reaction SMILES: [CH3:29][OH:30].[CH:1]([CH3:2])([CH3:3])[O:4][C:5]([c:6]1[cH:7][c:8]([O:16][CH2:17][CH2:18][c:19]2[cH:20][c:21]([CH3:25])[cH:22][cH:23][cH:24]2)[c:9]([CH:12]2[CH2:13][O:14][CH2:15]2)[cH:10][cH:11]1)=[O:26].[Na+:28].[OH-:27]>>[O:4]=[C:5]([c:6]1[cH:7][c:8]([O:16][CH2:17][CH2:18][c:19]2[cH:20][c:21]([CH3:25])[cH:22][cH:23][cH:24]2)[c:9]([CH:12]2[CH2:13][O:14][CH2:15]2)[cH:10][cH:11]1)[OH:26].